Dataset: the Open Reaction Database (ORD), a public repository of structured organic reaction records. Task: describe an organic reaction: reactants, conditions, products, and yield Starting materials: C(C)(=O)N1CC(=CC2=CC=CC=C12)N (N-Acetyl-3-aminoquinoline), [N+](=O)(O)[O-] (HNO3), [OH-].[K+] (KOH). Solvent: OS(=O)(=O)O (H2SO4). Run at temperature 0 celsius, time 45 minute. Product: C(C)(=O)N1CC(=CC2=C(C=CC=C12)[N+](=O)[O-])N (N-Acetyl-3-amino-5-nitroquinoline). RXN SMILES: [C:1]([N:4]1[C:13]2[C:8](=[CH:9][CH:10]=[CH:11][CH:12]=2)[CH:7]=[C:6]([NH2:14])[CH2:5]1)(=[O:3])[CH3:2].[N+:15]([O-])([OH:17])=[O:16].[OH-].[K+]>OS(O)(=O)=O>[C:1]([N:4]1[C:13]2[C:8](=[C:9]([N+:15]([O-:17])=[O:16])[CH:10]=[CH:11][CH:12]=2)[CH:7]=[C:6]([NH2:14])[CH2:5]1)(=[O:3])[CH3:2] |f:2.3|. Reported procedure: N-Acetyl-3-aminoquinoline, as described above in Step A, (9.76 g, 52.41 mmol) was dissolved in neat H2SO4 (100 mL) and cooled to 0° C. HNO3 (6.6 mL, 104.8 mmol) was slowly added over 20 minutes and the reaction was stirred at 0° C. for 45 min, then at ambient temperature 45 min. The reaction mixture was poured onto ice, solid KOH was added to neutralize the acid, and the mixture was stirred for 18 hours. The mixture was extracted with EtOAc (2×). The combined organic extracts were dried over Na2...